The task is: describe an organic reaction: reactants, conditions, products, and yield. This data is from the Open Reaction Database (ORD), a public repository of structured organic reaction records. The reactants are ON=C(N)C1=NON=C1NCCNS(=O)(=O)C (N′-hydroxy-4-({2-[(methylsulfonyl)amino]ethyl}amino)-1,2,5-oxadiazole-3-carboximidamide), ClC=1C=C(N)C=CC1F (3-chloro-4-fluoroaniline), ClC=1C=C(N)C=CC1F (3-chloro-4-fluoroaniline). Product: ClC=1C=C(C=CC1F)NC(=NO)C1=NON=C1NCCNS(=O)(=O)C (N-(3-Chloro-4-fluorophenyl)-N′-hydroxy-4-({2-[(methylsulfonyl)amino]ethyl}amino)-1,2,5-oxadiazole-3-carboximidamide). Reaction SMILES: [OH:1][N:2]=[C:3]([C:5]1[C:9]([NH:10][CH2:11][CH2:12][NH:13][S:14]([CH3:17])(=[O:16])=[O:15])=[N:8][O:7][N:6]=1)[NH2:4].[Cl:18][C:19]1[CH:20]=[C:21]([CH:23]=[CH:24][C:25]=1[F:26])N>>[Cl:18][C:19]1[CH:20]=[C:21]([NH:4][C:3]([C:5]2[C:9]([NH:10][CH2:11][CH2:12][NH:13][S:14]([CH3:17])(=[O:16])=[O:15])=[N:8][O:7][N:6]=2)=[N:2][OH:1])[CH:23]=[CH:24][C:25]=1[F:26]. Reported procedure: The title compound was prepared according to the procedure of Example 17 step E, using N′-hydroxy-4-({2-[(methylsulfonyl)amino]ethyl}amino)-1,2,5-oxadiazole-3-carboximidamide and 3-chloro-4-fluoroaniline [Aldrich, product #228583] as the starting materials. LCMS for C12H15ClFN6O4S (M+H)+: m/z=393.0. 1H NMR (400 MHz, DMSO-d6): δ 11.50 (s, 1H), 8.91 (s, 1H), 7.19 (m, 2H), 6.96 (dd, J=6.7, 2.5 Hz, 1H), 6.71 (m, 1H), 6.26 (t, J=6.4 Hz, 1H), 3.32 (m, 2H), 3.13 (q, J=5.8 Hz, 2H), 2.89 (s, 3H).